This data is from the Open Reaction Database (ORD), a public repository of structured organic reaction records. The task is: describe an organic reaction: reactants, conditions, products, and yield The reactants are BrC1=CC=C(C=C1)C1=C(C(=NO1)C)NC(=O)NCC(F)(F)F (1-[5-(4-bromo-phenyl)-3-methyl-isoxazol-4-yl]-3-(2,2,2-trifluoro-ethyl)-urea), C(C)OC(=O)C1(CC1)C1=CC=C(C=C1)B1OC(C(O1)(C)C)(C)C (1-[4-(4,4,5,5-tetramethyl-[1,3,2]dioxaborolan-2-yl)-phenyl]-cyclopropanecarboxylic acid ethyl ester). The product is C(C)OC(=O)C1(CC1)C1=CC=C(C=C1)C1=CC=C(C=C1)C1=C(C(=NO1)C)NC(=O)NCC(F)(F)F (1-(4′-{3-Methyl-4-[3-(2,2,2-trifluoro-ethyl)-ureido]-isoxazol-5-yl}-biphenyl-4-yl)-cyclopropanecarboxylic acid ethyl ester). Reaction SMILES: Br[C:2]1[CH:7]=[CH:6][C:5]([C:8]2[O:12][N:11]=[C:10]([CH3:13])[C:9]=2[NH:14][C:15]([NH:17][CH2:18][C:19]([F:22])([F:21])[F:20])=[O:16])=[CH:4][CH:3]=1.[CH2:23]([O:25][C:26]([C:28]1([C:31]2[CH:36]=[CH:35][C:34](B3OC(C)(C)C(C)(C)O3)=[CH:33][CH:32]=2)[CH2:30][CH2:29]1)=[O:27])[CH3:24]>>[CH2:23]([O:25][C:26]([C:28]1([C:31]2[CH:36]=[CH:35][C:34]([C:2]3[CH:7]=[CH:6][C:5]([C:8]4[O:12][N:11]=[C:10]([CH3:13])[C:9]=4[NH:14][C:15]([NH:17][CH2:18][C:19]([F:22])([F:21])[F:20])=[O:16])=[CH:4][CH:3]=3)=[CH:33][CH:32]=2)[CH2:29][CH2:30]1)=[O:27])[CH3:24]. Procedure details: Prepared according to the procedure described in Example 3, Step 5, using 1-[5-(4-bromo-phenyl)-3-methyl-isoxazol-4-yl]-3-(2,2,2-trifluoro-ethyl)-urea and 1-[4-(4,4,5,5-tetramethyl-[1,3,2]dioxaborolan-2-yl)-phenyl]-cyclopropanecarboxylic acid ethyl ester. Reactants: BrC1=CC=C(C=C1)[C@@H](C(F)(F)F)N[C@@H](CCC)C(=O)NC1(CC1)C#N (N2-[(1S)-1-(4-bromophenyl)-2,2,2-trifluoroethyl]-N1-(1-cyanocyclopropyl)-L-norvalinamide), CS(=O)(=O)C1=CC=C(C=C1)B(O)O (4-methanesulfonylphenyl-boronic acid), C(=O)([O-])[O-].[K+].[K+] (K2CO3), [1,1′-bis(diphenyl-phosphino)ferrocene]dichloropalladium(II). The solvent is CN(C)C=O (DMF), C(C)(=O)OCC (ethyl acetate). Reaction conditions: temperature 82.5 celsius. Yields the product C(#N)C1(CC1)N(C([C@@H](N)CCC)=O)[C@H](C(F)(F)F)C1=CC=C(C=C1)C1=CC=C(C=C1)S(=O)(=O)C (N1-(1-cyanocyclopropyl)-N-{(1S)-2,2,2-trifluoro-1-[4′-(methylsulfonyl)-1,1′-biphenyl-4-yl]ethyl}-L-norvalinamide). As a reaction SMILES: Br[C:2]1[CH:7]=[CH:6][C:5]([C@H:8]([NH:13][C@H:14]([C:18]([NH:20]C2(C#N)CC2)=O)[CH2:15][CH2:16]C)[C:9]([F:12])([F:11])[F:10])=[CH:4][CH:3]=1.[CH3:26][S:27]([C:30]1[CH:35]=[CH:34][C:33](B(O)O)=[CH:32][CH:31]=1)(=[O:29])=[O:28].[C:39]([O-:42])([O-])=O.[K+].[K+]>CN(C=O)C.C(OCC)(=O)C>[C:18]([C:14]1([N:13]([C@@H:8]([C:5]2[CH:4]=[CH:3][C:2]([C:33]3[CH:34]=[CH:35][C:30]([S:27]([CH3:26])(=[O:29])=[O:28])=[CH:31][CH:32]=3)=[CH:7][CH:6]=2)[C:9]([F:10])([F:11])[F:12])[C:39](=[O:42])[C@H:8]([CH2:5][CH2:4][CH3:3])[NH2:13])[CH2:15][CH2:16]1)#[N:20] |f:2.3.4|. Reported procedure: A mixture of N2-[(1S)-1-(4-bromophenyl)-2,2,2-trifluoroethyl]-N1-(1-cyanocyclopropyl)-L-norvalinamide (6.46 g, 15.44 mmol), 4-methanesulfonylphenyl-boronic acid (3.40 g, 16.98 mmol), and 2M K2CO3 (19.3 mL) was dissolved in DMF (75 mL) in a thick-walled flask. The reaction mixture was degassed, and [1,1′-bis(diphenyl-phosphino)ferrocene]dichloropalladium(II), dichloromethane complex (0.678 g, 0.926 mmol) was added. The flask was sealed, heated at 80-85° C. for 3 hours, cooled, and diluted with et... Reactants: CC(C)n1cc(CCOS(C)(=O)=O)cn1, O=C(Nc1cccc(OC2CCNCC2)n1)c1c(F)cc(F)cc1F, [Na+], O=C([O-])O, CN(C)C=O. The product is CC(C)n1cc(CCN2CCC(Oc3cccc(NC(=O)c4c(F)cc(F)cc4F)n3)CC2)cn1. Reaction SMILES: [CH:31]([CH3:32])([CH3:33])[n:34]1[n:35][cH:36][c:37]([CH2:39][CH2:40][O:41][S:42]([CH3:43])(=[O:44])=[O:45])[cH:38]1.[F:1][c:2]1[c:3]([C:4](=[O:5])[NH:6][c:7]2[n:8][c:9]([O:13][CH:14]3[CH2:15][CH2:16][NH:17][CH2:18][CH2:19]3)[cH:10][cH:11][cH:12]2)[c:20]([F:25])[cH:21][c:22]([F:24])[cH:23]1.[Na+:30].[O-:26][C:27]([OH:28])=[O:29].[O:46]=[CH:47][N:48]([CH3:49])[CH3:50]>>[F:1][c:2]1[c:3]([C:4](=[O:5])[NH:6][c:7]2[n:8][c:9]([O:13][CH:14]3[CH2:15][CH2:16][N:17]([CH2:40][CH2:39][c:37]4[cH:36][n:35][n:34]([CH:31]([CH3:32])[CH3:33])[cH:38]4)[CH2:18][CH2:19]3)[cH:10][cH:11][cH:12]2)[c:20]([F:25])[cH:21][c:22]([F:24])[cH:23]1.